From a dataset of the Open Reaction Database (ORD), a public repository of structured organic reaction records. describe an organic reaction: reactants, conditions, products, and yield Starting materials: CC(=O)Oc2ccc1ccccc1c2 (substrate), CCCCN=C=O (effective_coupling_partner). Reagents/catalysts: dppf. Conditions: temperature 80 celsius, time 24 hour. The product is CCCCNC(=O)c2ccc1ccccc1c2. The reactants are Cn1c(=O)cc[nH]c1=O, CN(C)C=O, [H-], COc1ccc(COC(CCc2ccc(I)cc2)C(CCOS(C)(=O)=O)C(=O)OC(C)(C)C)cc1, [Na+]. The product is COc1ccc(COC(CCc2ccc(I)cc2)C(CCn2ccc(=O)n(C)c2=O)C(=O)OC(C)(C)C)cc1. RXN SMILES: [CH3:1][n:2]1[c:3](=[O:9])[nH:4][cH:5][cH:6][c:7]1=[O:8].[CH3:47][N:48]([CH3:49])[CH:50]=[O:51].[H-:10].[I:12][c:13]1[cH:14][cH:15][c:16]([CH2:19][CH2:20][CH:21]([CH:22]([C:23](=[O:24])[O:25][C:26]([CH3:27])([CH3:28])[CH3:29])[CH2:30][CH2:31][O:32][S:33]([CH3:34])(=[O:35])=[O:36])[O:37][CH2:38][c:39]2[cH:40][cH:41][c:42]([O:45][CH3:46])[cH:43][cH:44]2)[cH:17][cH:18]1.[Na+:11]>>[CH3:1][n:2]1[c:3](=[O:9])[n:4]([CH2:31][CH2:30][CH:22]([CH:21]([CH2:20][CH2:19][c:16]2[cH:15][cH:14][c:13]([I:12])[cH:18][cH:17]2)[O:37][CH2:38][c:39]2[cH:40][cH:41][c:42]([O:45][CH3:46])[cH:43][cH:44]2)[C:23](=[O:24])[O:25][C:26]([CH3:27])([CH3:28])[CH3:29])[cH:5][cH:6][c:7]1=[O:8]. Starting materials: CO, ClCCl, O=C(O)C(F)(F)F, CC(C)(C)OC(=O)N1CCN(c2ccc(-c3nc4ccc([N+](=O)[O-])cc4s3)cn2)CC1. Yields the product O=C(O)C(F)(F)F, CN1CCN(c2ccc(-c3nc4ccc([N+](=O)[O-])cc4s3)cn2)CC1. As a reaction SMILES: [CH3:39][OH:40].[Cl:41][CH2:42][Cl:43].[F:32][C:33]([C:34](=[O:35])[OH:36])([F:37])[F:38].[N+:1](=[O:2])([O-:3])[c:4]1[cH:5][c:6]2[c:7]([n:8][c:9](-[c:11]3[cH:12][cH:13][c:14]([N:17]4[CH2:18][CH2:19][N:20]([C:23]([O:24][C:25]([CH3:26])([CH3:27])[CH3:28])=[O:29])[CH2:21][CH2:22]4)[n:15][cH:16]3)[s:10]2)[cH:30][cH:31]1>>[F:32][C:33]([C:34](=[O:35])[OH:36])([F:37])[F:38].[N+:1](=[O:2])([O-:3])[c:4]1[cH:5][c:6]2[c:7]([n:8][c:9](-[c:11]3[cH:12][cH:13][c:14]([N:17]4[CH2:18][CH2:19][N:20]([CH3:23])[CH2:21][CH2:22]4)[n:15][cH:16]3)[s:10]2)[cH:30][cH:31]1. Yield: 97.7%. RXN SMILES: [OH-:1].[K+].[F:3][C:4]1[CH:5]=[C:6]2[C:10](=[CH:11][CH:12]=1)[NH:9][C:8](=[O:13])[C:7]2=O.[Br:15][C:16]1[CH:17]=[C:18]([C:22](=O)[CH2:23][CH3:24])[CH:19]=[CH:20][CH:21]=1.Cl>C(O)C>[Br:15][C:16]1[CH:17]=[C:18]([C:22]2[C:23]([CH3:24])=[C:7]([C:8]([OH:13])=[O:1])[C:6]3[C:10](=[CH:11][CH:12]=[C:4]([F:3])[CH:5]=3)[N:9]=2)[CH:19]=[CH:20][CH:21]=1 |f:0.1|. Starting materials: Cl (HCl), [OH-].[K+] (Potassium hydroxide), FC=1C=C2C(C(NC2=CC1)=O)=O (5-fluoro-1H-indole-2,3-dione), BrC=1C=C(C=CC1)C(CC)=O (1-(3-Bromophenyl)-1-propanone). The product is BrC=1C=C(C=CC1)C1=NC2=CC=C(C=C2C(=C1C)C(=O)O)F (2-(3-bromophenyl)-6-fluoro-3-methyl-4-quinolinecarboxylic acid). Procedure: Potassium hydroxide (19.98 g, 356 mmol) was added to a suspension of 5-fluoro-1H-indole-2,3-dione (10 g, 59.4 mmol) in ethanol (96 mL). 1-(3-Bromophenyl)-1-propanone (13.91 g, 65.3 mmol) was added and the mixture was heated to reflux for 1 h. The reaction mixture was cooled to room temperature and acidified to pH 3 with concentrated HCl. The solid was collected by filtration, washed with water, and dried to afford 2-(3-bromophenyl)-6-fluoro-3-methyl-4-quinolinecarboxylic acid (20.9 g, 98% yield)... The solvent is C(C)O (ethanol). Reactants: FC=1C=C(CC=2C=C3C(=NNC3=CC2)NC(=O)C2=C(C=C(C=C2)NCC2CN(C2)C(=O)OC(C)(C)C)N(C(C(F)(F)F)=O)C2CCOCC2)C=C(C1)F (tert-butyl 3-{[(4-{[5-(3,5-difluorobenzyl)-1H-indazol-3-yl]carbamoyl}-3-[tetrahydro-2H-pyran-4-yl(trifluoroacetyl)amino]phenyl)amino]methyl}azetidine-1-carboxylate), TEA. The solvent is CO (MeOH). Product: FC=1C=C(CC=2C=C3C(=NNC3=CC2)NC(=O)C2=C(C=C(C=C2)NCC2CN(C2)C(=O)OC(C)(C)C)NC2CCOCC2)C=C(C1)F (tert-butyl 3-({[4-{[5-(3,5-difluorobenzyl)-1H-indazol-3-yl]carbamoyl}-3-(tetrahydro-2H-pyran-4-ylamino)phenyl]amino}methyl)azetidine-1-carboxylate). As a reaction SMILES: [F:1][C:2]1[CH:3]=[C:4]([CH:50]=[C:51]([F:53])[CH:52]=1)[CH2:5][C:6]1[CH:7]=[C:8]2[C:12](=[CH:13][CH:14]=1)[NH:11][N:10]=[C:9]2[NH:15][C:16]([C:18]1[CH:23]=[CH:22][C:21]([NH:24][CH2:25][CH:26]2[CH2:29][N:28]([C:30]([O:32][C:33]([CH3:36])([CH3:35])[CH3:34])=[O:31])[CH2:27]2)=[CH:20][C:19]=1[N:37]([CH:44]1[CH2:49][CH2:48][O:47][CH2:46][CH2:45]1)C(=O)C(F)(F)F)=[O:17]>CO>[F:1][C:2]1[CH:3]=[C:4]([CH:50]=[C:51]([F:53])[CH:52]=1)[CH2:5][C:6]1[CH:7]=[C:8]2[C:12](=[CH:13][CH:14]=1)[NH:11][N:10]=[C:9]2[NH:15][C:16]([C:18]1[CH:23]=[CH:22][C:21]([NH:24][CH2:25][CH:26]2[CH2:27][N:28]([C:30]([O:32][C:33]([CH3:36])([CH3:34])[CH3:35])=[O:31])[CH2:29]2)=[CH:20][C:19]=1[NH:37][CH:44]1[CH2:45][CH2:46][O:47][CH2:48][CH2:49]1)=[O:17]. Procedure details: tert-butyl 3-{[(4-{[5-(3,5-difluorobenzyl)-1H-indazol-3-yl]carbamoyl}-3-[tetrahydro-2H-pyran-4-yl(trifluoroacetyl)amino]phenyl)amino]methyl}azetidine-1-carboxylate (760 mg, 1.02 mmol) was dissolved in MeOH (12 mL) and TEA (4 mL) and stirred at room temperature overnight. Volatiles were evaporated and the residue was taken-up with DCM and washed with brine. Organic phase was dried over sodium sulfate and evaporated to dryness. Reactants: COC(C)(C)C, CCOC(=O)COc1cccc(N)c1, O=C(O)c1cccc(-c2cc(Cl)cc(Cl)c2)n1. Product: CCOC(=O)COc1cccc(NC(=O)c2cccc(-c3cc(Cl)cc(Cl)c3)n2)c1. As a reaction SMILES: [C:32]([O:33][CH3:34])([CH3:35])([CH3:36])[CH3:37].[CH2:18]([CH3:19])[O:20][C:21]([CH2:22][O:23][c:24]1[cH:25][c:26]([NH2:30])[cH:27][cH:28][cH:29]1)=[O:31].[Cl:1][c:2]1[cH:3][c:4](-[c:9]2[cH:10][cH:11][cH:12][c:13]([C:15](=[O:16])[OH:17])[n:14]2)[cH:5][c:6]([Cl:8])[cH:7]1>>[Cl:1][c:2]1[cH:3][c:4](-[c:9]2[cH:10][cH:11][cH:12][c:13]([C:15](=[O:17])[NH:30][c:26]3[cH:25][c:24]([O:23][CH2:22][C:21]([O:20][CH2:18][CH3:19])=[O:31])[cH:29][cH:28][cH:27]3)[n:14]2)[cH:5][c:6]([Cl:8])[cH:7]1. Reactants: C(C)(C)(C)OC(=O)N1CCC(CC1)CN1CCCC1 (4-Pyrrolidin-1-ylmethyl-piperidine-1-carboxylic Acid Tert-butyl Ester), Cl (HCl). Run in O1CCOCC1 (dioxane), O1CCOCC1 (dioxane). Conditions: time 8 hour. The product is N1(CCCC1)CC1CCNCC1 (4-Pyrrolidin-1-ylmethyl-piperidine). Yield: 53.8%. Reaction SMILES: C(OC([N:8]1[CH2:13][CH2:12][CH:11]([CH2:14][N:15]2[CH2:19][CH2:18][CH2:17][CH2:16]2)[CH2:10][CH2:9]1)=O)(C)(C)C.Cl>O1CCOCC1>[N:15]1([CH2:14][CH:11]2[CH2:12][CH2:13][NH:8][CH2:9][CH2:10]2)[CH2:19][CH2:18][CH2:17][CH2:16]1. Procedure details: To a solution of the product of Example 3 (2.4 g) in dioxane (30 mL) was added 4 N HCl in dioxane (30 mL). The resulting mixture was stirred at room temperature overnight, concentrated, and treated with 10% NaOH (50 mL). The resulting mixture was extracted with DCM (2×100 mL). The combined extracts were washed with water (30 mL) and brine (30 mL), and concentrated under reduced pressure to give the title compound as a brown-yellow oil (0.81 g).